Dataset: the Open Reaction Database (ORD), a public repository of structured organic reaction records. Task: describe an organic reaction: reactants, conditions, products, and yield Reactants: CC(C)(C)OC(=O)NCCCBr, COC(=O)c1ccc(OC)cc1O, CN(C)C=O, [I-], [K+], [K+], [K+], O=C([O-])[O-], O. Product: COC(=O)c1ccc(OC)cc1OCCCNC(=O)OC(C)(C)C. RXN SMILES: [C:20]([CH3:21])([CH3:22])([CH3:23])[O:24][C:25](=[O:26])[NH:27][CH2:28][CH2:29][CH2:30][Br:31].[CH3:1][O:2][c:3]1[cH:4][c:5]([OH:13])[c:6]([C:7](=[O:8])[O:9][CH3:10])[cH:11][cH:12]1.[CH3:34][N:35]([CH3:36])[CH:37]=[O:38].[I-:33].[K+:14].[K+:15].[K+:32].[O-:16][C:17]([O-:18])=[O:19].[OH2:39]>>[CH3:1][O:2][c:3]1[cH:4][c:5]([O:13][CH2:30][CH2:29][CH2:28][NH:27][C:25]([O:24][C:20]([CH3:21])([CH3:22])[CH3:23])=[O:26])[c:6]([C:7](=[O:8])[O:9][CH3:10])[cH:11][cH:12]1. The reactants are O=C1SC2=C(N1CC(=O)Cl)C=CC=C2 (2-oxo-3-benzothiazolineacetyl chloride), ClC=1C=CC2=C(N(C(S2)=O)CC(=O)Cl)C1 (5-chloro-2-oxo-3-benzothiazolineacetyl chloride). Yields the product O=C1SC2=C(N1CC(SC1=CC=CC=C1)=O)C=CC=C2 (S-phenyl 2-Oxo-3-Benzothiazolineethanethioate). Reaction SMILES: [O:1]=[C:2]1[N:6]([CH2:7][C:8](Cl)=[O:9])[C:5]2[CH:11]=[CH:12][CH:13]=[CH:14][C:4]=2[S:3]1.Cl[C:16]1[CH:17]=[CH:18][C:19]2[S:23]C(=O)N(CC(Cl)=O)[C:20]=2[CH:29]=1>>[O:1]=[C:2]1[N:6]([CH2:7][C:8](=[O:9])[S:23][C:19]2[CH:20]=[CH:29][CH:16]=[CH:17][CH:18]=2)[C:5]2[CH:11]=[CH:12][CH:13]=[CH:14][C:4]=2[S:3]1. Reported procedure: The procedure of Example 3 was followed utilizing 2-oxo-3-benzothiazolineacetyl chloride in lieu of 5-chloro-2-oxo-3-benzothiazolineacetyl chloride. Starting materials: BrC1=C(C=CC=C1)CC(=O)O (2-bromophenylacetic acid), ClC=1C=C(N)C=C(C1)Cl (3,5-dichloroaniline). Product: ClC=1C=C(C=C(C1)Cl)NC1=C(C=CC=C1)CC(=O)O (2-[(3,5-dichlorophenyl)amino]phenylacetic acid). RXN SMILES: Br[C:2]1[CH:7]=[CH:6][CH:5]=[CH:4][C:3]=1[CH2:8][C:9]([OH:11])=[O:10].[Cl:12][C:13]1[CH:14]=[C:15]([CH:17]=[C:18]([Cl:20])[CH:19]=1)[NH2:16]>>[Cl:12][C:13]1[CH:14]=[C:15]([NH:16][C:2]2[CH:7]=[CH:6][CH:5]=[CH:4][C:3]=2[CH2:8][C:9]([OH:11])=[O:10])[CH:17]=[C:18]([Cl:20])[CH:19]=1. Procedure: In the manner described in example 3, 2-bromophenylacetic acid was condensed with 3,5-dichloroaniline to yield 2-[(3,5-dichlorophenyl)amino]phenylacetic acid. Starting materials: COc1ccc(F)c(CCN(CC(OC)OC)C(=O)C(F)(F)F)c1, Clc1ccccc1, O=P12OP3(=O)OP(=O)(O1)OP(=O)(O2)O3, O. The product is COc1ccc(F)c2c1C=CN(C(=O)C(F)(F)F)CC2. Reaction SMILES: [CH3:1][O:2][CH:3]([CH2:4][N:5]([C:6]([C:7]([F:8])([F:9])[F:10])=[O:11])[CH2:12][CH2:13][c:14]1[c:15]([F:22])[cH:16][cH:17][c:18]([O:20][CH3:21])[cH:19]1)[O:23][CH3:24].[Cl:40][c:41]1[cH:42][cH:43][cH:44][cH:45][cH:46]1.[O:25]=[P:26]12[O:27][P:28]3(=[O:38])[O:29][P:30](=[O:36])([O:31][P:32](=[O:35])([O:33]3)[O:34]1)[O:37]2.[OH2:39]>>[CH:3]1=[CH:4][N:5]([C:6]([C:7]([F:8])([F:9])[F:10])=[O:11])[CH2:12][CH2:13][c:14]2[c:15]([F:22])[cH:16][cH:17][c:18]([O:20][CH3:21])[c:19]21. Starting materials: C(C)OC(=O)N1[C@@H](C[C@@H](C2=NC(=CC=C12)OS(=O)(=O)C(F)(F)F)NC(C1=CC(=CC(=C1)C(F)(F)F)C(F)(F)F)C1=NC=C(C=N1)N1CCN(CC1)C(C)=O)CC ((2R,4S)-4-{[5-(4-Acetylpiperazin-1-yl)pyrimidin-2-yl]-[3,5-bis-(trifluoromethyl)benzyl]}amino-2-ethyl-6-trifluoromethanesulfonyloxy-3,4-dihydro-2H-[1,5]naphthyridine-1-carboxylic acid ethyl ester), solution, C[Al](C)C (trimethylaluminum), O (water), C(C)(=O)OCC (ethyl acetate). Reagents/catalysts: C=1C=CC(=CC1)[P](C=2C=CC=CC2)(C=3C=CC=CC3)[Pd]([P](C=4C=CC=CC4)(C=5C=CC=CC5)C=6C=CC=CC6)([P](C=7C=CC=CC7)(C=8C=CC=CC8)C=9C=CC=CC9)[P](C=1C=CC=CC1)(C=1C=CC=CC1)C=1C=CC=CC1 (tetrakis(triphenylphosphine)palladium), C([O-])([O-])=O.[Ag+2] (silver carbonate), [Cu]Cl (copper (I) chloride). Run in CCCCCC (hexane), O1CCOCC1 (1,4-dioxane). Run at temperature 60 celsius, time 1 hour. The product is C(C)OC(=O)N1[C@@H](C[C@@H](C2=NC(=CC=C12)C)NC(C1=CC(=CC(=C1)C(F)(F)F)C(F)(F)F)C1=NC=C(C=N1)N1CCN(CC1)C(C)=O)CC ((2R,4S)-4-{[5-(4-acetylpiperazin-1-yl)pyrimidin-2-yl]-[3,5-bis(trifluoromethyl)benzyl]}amino-2-ethyl-6-methyl-3,4-dihydro-2H-[1,5]naphthyridine-1-carboxylic acid ethyl ester). Reaction SMILES: [CH2:1]([O:3][C:4]([N:6]1[C:15]2[C:10](=[N:11][C:12](OS(C(F)(F)F)(=O)=O)=[CH:13][CH:14]=2)[C@@H:9]([NH:24][CH:25]([C:40]2[N:45]=[CH:44][C:43]([N:46]3[CH2:51][CH2:50][N:49]([C:52](=[O:54])[CH3:53])[CH2:48][CH2:47]3)=[CH:42][N:41]=2)[C:26]2[CH:31]=[C:30]([C:32]([F:35])([F:34])[F:33])[CH:29]=[C:28]([C:36]([F:39])([F:38])[F:37])[CH:27]=2)[CH2:8][C@H:7]1[CH2:55][CH3:56])=[O:5])[CH3:2].[CH3:57][Al](C)C.O.C(OCC)(=O)C>O1CCOCC1.CCCCCC.C1C=CC([P]([Pd]([P](C2C=CC=CC=2)(C2C=CC=CC=2)C2C=CC=CC=2)([P](C2C=CC=CC=2)(C2C=CC=CC=2)C2C=CC=CC=2)[P](C2C=CC=CC=2)(C2C=CC=CC=2)C2C=CC=CC=2)(C2C=CC=CC=2)C2C=CC=CC=2)=CC=1.C(=O)([O-])[O-].[Ag+2].[Cu]Cl>[CH2:1]([O:3][C:4]([N:6]1[C:15]2[C:10](=[N:11][C:12]([CH3:57])=[CH:13][CH:14]=2)[C@@H:9]([NH:24][CH:25]([C:40]2[N:41]=[CH:42][C:43]([N:46]3[CH2:51][CH2:50][N:49]([C:52](=[O:54])[CH3:53])[CH2:48][CH2:47]3)=[CH:44][N:45]=2)[C:26]2[CH:31]=[C:30]([C:32]([F:35])([F:34])[F:33])[CH:29]=[C:28]([C:36]([F:38])([F:39])[F:37])[CH:27]=2)[CH2:8][C@H:7]1[CH2:55][CH3:56])=[O:5])[CH3:2] |f:7.8,^1:83,85,104,123|. Reported procedure: (2R,4S)-4-{[5-(4-Acetylpiperazin-1-yl)pyrimidin-2-yl]-[3,5-bis-(trifluoromethyl)benzyl]}amino-2-ethyl-6-trifluoromethanesulfonyloxy-3,4-dihydro-2H-[1,5]naphthyridine-1-carboxylic acid ethyl ester (200 mg) is dissolved in 1,4-dioxane (2 ml), and thereto are added dropwise a catalytic amount of tetrakis(triphenylphosphine)palladium, silver carbonate and copper (I) chloride, and a 1M solution (362 μl) of trimethylaluminum in hexane under nitrogen flow. The mixture is stirred at 60° C. for 1 hour. T...